This data is from the Open Reaction Database (ORD), a public repository of structured organic reaction records. The task is: describe an organic reaction: reactants, conditions, products, and yield Starting materials: CCc1cccc(C)c1NC(=O)CCBr, O=C1NC(=O)c2ccccc21, CC(=O)O, CN(C)C=O, Cl, [K], NN, O, O. Product: CCc1cccc(C)c1NC(=O)CCN. As a reaction SMILES: [Br:1][CH2:2][CH2:3][C:4](=[O:5])[NH:6][c:7]1[c:8]([CH2:14][CH3:15])[cH:9][cH:10][cH:11][c:12]1[CH3:13].[C:16]1(=[O:17])[NH:20][C:18](=[O:19])[c:21]2[cH:22][cH:23][cH:24][cH:25][c:26]21.[CH3:33][C:34](=[O:35])[OH:36].[CH3:37][N:38]([CH3:39])[CH:40]=[O:41].[ClH:31].[K:27].[NH2:29][NH2:30].[OH2:28].[OH2:32]>>[CH2:2]([CH2:3][C:4](=[O:5])[NH:6][c:7]1[c:8]([CH2:14][CH3:15])[cH:9][cH:10][cH:11][c:12]1[CH3:13])[NH2:20]. Procedure: In 1 ml of chloroform was dissolved 100 mg of (3aR,6aR)-1,3-dibenzyl-hexahydro-4H-thieno[3,4-d]imidazol-2,4-dione, 0.5 ml of pyridine was added to the solution, and the resulting mixture was stirred at room temperature for 23 hours. The reaction mixture was successively washed with 2M hydrochloric acid, water, a saturated sodium bicarbonate solution, and saturated brine. The organic layer was dried and then concentrated. By adding isopropyl ether, precipitated crystal was collected by filtration... The reactants are C(C1=CC=CC=C1)N1C(N([C@@H]2[C@@H]1CSC2=O)CC2=CC=CC=C2)=O ((3aR,6aR)-1,3-dibenzyl-hexahydro-4H-thieno[3,4-d]imidazol-2,4-dione), N1=CC=CC=C1 (pyridine). Yield: 75.1%. Yields the product C(C1=CC=CC=C1)N1C(N([C@H]2[C@@H]1CSC2=O)CC2=CC=CC=C2)=O ((3aS,6aR)-1,3-dibenzyl-hexahydro-4H-thieno[3,4-d]imidazol-2,4-dione). RXN SMILES: [CH2:1]([N:8]1[C@H:12]2[CH2:13][S:14][C:15](=[O:16])[C@@H:11]2[N:10]([CH2:17][C:18]2[CH:23]=[CH:22][CH:21]=[CH:20][CH:19]=2)[C:9]1=[O:24])[C:2]1[CH:7]=[CH:6][CH:5]=[CH:4][CH:3]=1.N1C=CC=CC=1>C(Cl)(Cl)Cl>[CH2:1]([N:8]1[C@H:12]2[CH2:13][S:14][C:15](=[O:16])[C@H:11]2[N:10]([CH2:17][C:18]2[CH:19]=[CH:20][CH:21]=[CH:22][CH:23]=2)[C:9]1=[O:24])[C:2]1[CH:7]=[CH:6][CH:5]=[CH:4][CH:3]=1. Run in C(Cl)(Cl)Cl (chloroform). Conditions: time 23 hour.